This data is from the Open Reaction Database (ORD), a public repository of structured organic reaction records. The task is: describe an organic reaction: reactants, conditions, products, and yield Starting materials: [N+](=O)([O-])C=1C(=C(C=CC1)C)[N+](=O)[O-] (dinitro-toluene), ( XVI ), COC(N(C)C)OC (N,N-dimethylformamide dimethyl acetal), N1CCCC1 (pyrrolidine). Product: N1C=CC2=C(C=CC=C12)N (indol-4-ylamine), ( XVII ). As a reaction SMILES: [N+]([C:4]1[C:5]([N+:11]([O-])=O)=[C:6]([CH3:10])[CH:7]=[CH:8][CH:9]=1)([O-])=O.CO[CH:16](OC)[N:17](C)C.N1CCCC1>>[NH:17]1[C:7]2[C:6](=[C:5]([NH2:11])[CH:4]=[CH:9][CH:8]=2)[CH:10]=[CH:16]1. Procedure details: Scheme 4 illustrates the production of a compound of Formula (In) in which R99 is an indole compound and R7, R8, R9, R10, R11, R12, R28, R29 and R30 are defined as above for Formula (III). A piperidin-4-one compound of Formula (XIVa) is produced as described above in Scheme 3. A dinitro-toluene compound of Formula (XVI) is reacted with N,N-dimethylformamide dimethyl acetal and pyrrolidine under conditions effective to bring about cyclization, thereby providing an indol-4-ylamine compound of Form... Starting materials: CC(=O)c1csc(-c2ccc(Br)cc2)c1O, CNC(=O)c1ccc(C(=O)NN)s1. Yields the product CNC(=O)c1ccc(C(=O)NN=C(C)c2csc(-c3ccc(Br)cc3)c2O)s1. As a reaction SMILES: [Br:1][c:2]1[cH:3][cH:4][c:5](-[c:8]2[s:9][cH:10][c:11]([C:14](=[O:15])[CH3:16])[c:12]2[OH:13])[cH:6][cH:7]1.[CH3:17][NH:18][C:19](=[O:20])[c:21]1[s:22][c:23]([C:26](=[O:27])[NH:28][NH2:29])[cH:24][cH:25]1>>[Br:1][c:2]1[cH:3][cH:4][c:5](-[c:8]2[s:9][cH:10][c:11]([C:14]([CH3:16])=[N:29][NH:28][C:26]([c:23]3[s:22][c:21]([C:19]([NH:18][CH3:17])=[O:20])[cH:25][cH:24]3)=[O:27])[c:12]2[OH:13])[cH:6][cH:7]1.